The task is: describe an organic reaction: reactants, conditions, products, and yield. This data is from the Open Reaction Database (ORD), a public repository of structured organic reaction records. Reactants: CCOC(=O)c1nc(SC)ncc1-c1ccccc1Cl, CCO, Cl, [Na+], [OH-]. Yields the product CSc1ncc(-c2ccccc2Cl)c(C(=O)O)n1. Reaction SMILES: [CH2:1]([CH3:2])[O:3][C:4](=[O:5])[c:6]1[n:7][c:8]([S:19][CH3:20])[n:9][cH:10][c:11]1-[c:12]1[c:13]([Cl:18])[cH:14][cH:15][cH:16][cH:17]1.[CH3:24][CH2:25][OH:26].[ClH:23].[Na+:22].[OH-:21]>>[O:3]=[C:4]([OH:5])[c:6]1[n:7][c:8]([S:19][CH3:20])[n:9][cH:10][c:11]1-[c:12]1[c:13]([Cl:18])[cH:14][cH:15][cH:16][cH:17]1. Reactants: C(C1=CC=CC=C1)ONCC1SC2=C(NC1=O)C=CC=C2 (2-(benzyloxyamino-methyl)-4H-benzo[1,4]thiazin-3-one), C(C)(=O)OC(C)=O (acetic anhydride). Solvent: CCOC(=O)C (EtOAc), C(=O)O (formic acid). Run at time 8 hour. The product is C(C1=CC=CC=C1)ON(C=O)CC1SC2=C(NC1=O)C=CC=C2 (N-benzyloxy-N-(3-oxo-3,4-dihydro-2H-benzo[1,4]thiazin-2-ylmethyl)-formamide). Isolated yield 81.0%. RXN SMILES: [CH2:1]([O:8][NH:9][CH2:10][CH:11]1[C:16](=[O:17])[NH:15][C:14]2[CH:18]=[CH:19][CH:20]=[CH:21][C:13]=2[S:12]1)[C:2]1[CH:7]=[CH:6][CH:5]=[CH:4][CH:3]=1.[C:22](OC(=O)C)(=[O:24])C>C(O)=O.CCOC(C)=O>[CH2:1]([O:8][N:9]([CH2:10][CH:11]1[C:16](=[O:17])[NH:15][C:14]2[CH:18]=[CH:19][CH:20]=[CH:21][C:13]=2[S:12]1)[CH:22]=[O:24])[C:2]1[CH:3]=[CH:4][CH:5]=[CH:6][CH:7]=1. Reported procedure: To a solution of 2-(benzyloxyamino-methyl)-4H-benzo[1,4]thiazin-3-one (2.96 mmol) in 15 mL of formic acid at 0° C., acetic anhydride is added (15.1 mmol) and the reaction is stirred at room temperature overnight. The mixture is diluted with EtOAc and washed with water followed by brine and NaHCO3. Purification by column chromatography (hexane/EtOAc) gives N-benzyloxy-N-(3-oxo-3,4-dihydro-2H-benzo[1,4]thiazin-2-ylmethyl)-formamide. Yield: 81%. MS: (ES+): 329.2 [M+1]. Conditions: temperature 60 celsius, time 8 hour. Procedure: A solution of 4-chloro-N-methylbutane-1-sulfonamide (Example 5; 86.7 mmol), and sodium iodide (95.4 mmol) in DMF (175 ml) was stirred for 10 min at room temperature. Sodium cyanide (191 mmol) was added and the mixture was stirred overnight at 60° C. The mixture was filtered off and the filtrate was extracted with AcOEt/water. The crude product was concentrated and was used without further purification in the next step (Examples 10 and 20). The reactants are ClCCCCS(=O)(=O)NC (4-chloro-N-methylbutane-1-sulfonamide), [I-].[Na+] (sodium iodide), [C-]#N.[Na+] (Sodium cyanide). Yields the product C(#N)CCCCS(=O)(=O)NC (4-Cyano-N-methylbutane-1-sulfonamide). Run in CN(C)C=O (DMF). RXN SMILES: Cl[CH2:2][CH2:3][CH2:4][CH2:5][S:6]([NH:9][CH3:10])(=[O:8])=[O:7].[I-].[Na+].[C-:13]#[N:14].[Na+]>CN(C=O)C>[C:13]([CH2:2][CH2:3][CH2:4][CH2:5][S:6]([NH:9][CH3:10])(=[O:8])=[O:7])#[N:14] |f:1.2,3.4|. Reactants: C(CCC)[Sn](C1=CN2CCC1CC2)(CCCC)CCCC (3-Tributylstannanyl-1-aza-bicyclo[2.2.2]oct-2-ene), IC1=CC(=CC=2C=COC21)[N+](=O)[O-] (7-iodo-5-nitro-benzofuran). The reagents and catalysts are C=1C=CC(=CC1)[P](C=2C=CC=CC2)(C=3C=CC=CC3)[Pd]([P](C=4C=CC=CC4)(C=5C=CC=CC5)C=6C=CC=CC6)([P](C=7C=CC=CC7)(C=8C=CC=CC8)C=9C=CC=CC9)[P](C=1C=CC=CC1)(C=1C=CC=CC1)C=1C=CC=CC1 (Pd(PPh3)4). The solvent is C(Cl)(Cl)Cl (CHCl3), CN(C)C=O (DMF). Run at temperature 160 celsius. Product: [N+](=O)([O-])C=1C=C(C2=C(C=CO2)C1)C1=CN2CCC1CC2 (3-(5-nitro-benzofuran-7-yl)-1-aza-bicyclo[2.2.2]oct-2-ene). Isolated yield 82.6%. As a reaction SMILES: C([Sn](CCCC)(CCCC)[C:6]1[CH:11]2[CH2:12][CH2:13][N:8]([CH2:9][CH2:10]2)[CH:7]=1)CCC.I[C:23]1[C:31]2[O:30][CH:29]=[CH:28][C:27]=2[CH:26]=[C:25]([N+:32]([O-:34])=[O:33])[CH:24]=1>CN(C=O)C.C(Cl)(Cl)Cl.C1C=CC([P]([Pd]([P](C2C=CC=CC=2)(C2C=CC=CC=2)C2C=CC=CC=2)([P](C2C=CC=CC=2)(C2C=CC=CC=2)C2C=CC=CC=2)[P](C2C=CC=CC=2)(C2C=CC=CC=2)C2C=CC=CC=2)(C2C=CC=CC=2)C2C=CC=CC=2)=CC=1>[N+:32]([C:25]1[CH:24]=[C:23]([C:6]2[CH:11]3[CH2:10][CH2:9][N:8]([CH2:13][CH2:12]3)[CH:7]=2)[C:31]2[O:30][CH:29]=[CH:28][C:27]=2[CH:26]=1)([O-:34])=[O:33] |^1:47,49,68,87|. Procedure: 3-Tributylstannanyl-1-aza-bicyclo[2.2.2]oct-2-ene (2.14 g, 5.36 mmol; prepared according to Bioorg. Med. Chem. Lett. 1994, 4, 2837-2840) was added to a mixture of 7-iodo-5-nitro-benzofuran (0.52 g, 1.79 mmol), Pd(PPh3)4 (0.206 g, 0.17 mmol) in DMF (10 mL). The mixture was heated at 160° C. for 10 min in a sealed reaction vessel using controlled microwave energy. The reaction mixture was diluted with CHCl3 and then filtered through a pad of Celite and concentrated under reduced pressure. The resi...